Dataset: the Open Reaction Database (ORD), a public repository of structured organic reaction records. Task: describe an organic reaction: reactants, conditions, products, and yield Reactants: O=C([O-])[O-], CN1CCNCC1, O=Cc1ccc(F)cc1, [K+], [K+], O. Product: CN1CCN(c2ccc(C=O)cc2)CC1. Reaction SMILES: [C:1](=[O:2])([O-:3])[O-:4].[CH3:7][N:8]1[CH2:9][CH2:10][NH:11][CH2:12][CH2:13]1.[F:14][c:15]1[cH:16][cH:17][c:18]([CH:19]=[O:20])[cH:21][cH:22]1.[K+:5].[K+:6].[OH2:23]>>[CH3:7][N:8]1[CH2:9][CH2:10][N:11]([c:15]2[cH:16][cH:17][c:18]([CH:19]=[O:20])[cH:21][cH:22]2)[CH2:12][CH2:13]1. Reactants: FC(OC(S(=O)(=O)N)C1=CC2=C(C3=C(OC2O)C=CC=C3)C=C1)F (1-difluoromethoxy-6-hydroxy-(6H-dibenzo(b,d)pyran-8-yl)methanesulfonamide), C(C=C)[Si](C)(C)C (allyltrimethylsilane), B(F)(F)F.CCOCC (borontrifluoride etherate), C([O-])(O)=O.[Na+] (sodium bicarbonate). Solvent: ClCCl (dichloromethane). Conditions: time 1 hour. Yields the product FC(OC(S(=O)(=O)N)C1=CC2=C(C3=C(OC2CC=C)C=CC=C3)C=C1)F (1-difluoromethoxy-6-allyl-(6H-dibenzo(b,d)pyran-8-yl)methanesulfonamide). As a reaction SMILES: [F:1][CH:2]([F:24])[O:3][CH:4]([C:9]1[CH:23]=[CH:22][C:12]2[C:13]3[CH:21]=[CH:20][CH:19]=[CH:18][C:14]=3[O:15][CH:16](O)[C:11]=2[CH:10]=1)[S:5]([NH2:8])(=[O:7])=[O:6].[CH2:25]([Si](C)(C)C)[CH:26]=[CH2:27].B(F)(F)F.CCOCC.C(=O)(O)[O-].[Na+]>ClCCl>[F:24][CH:2]([F:1])[O:3][CH:4]([C:9]1[CH:23]=[CH:22][C:12]2[C:13]3[CH:21]=[CH:20][CH:19]=[CH:18][C:14]=3[O:15][CH:16]([CH2:27][CH:26]=[CH2:25])[C:11]=2[CH:10]=1)[S:5]([NH2:8])(=[O:6])=[O:7] |f:2.3,4.5|. Procedure: A solution of Example 27G (0.14 g, 0.39 mmol) in dichloromethane (10 mL) at −78° C. was treated with allyltrimethylsilane (0.13 g, 1.16 mmol) and borontrifluoride etherate (0.156 g, 1.16 mmol), stirred for 1 hour, and treated with saturated sodium bicarbonate (10 mL) to provide two laters. The layers were separated, and the aqueous layer was extracted with ethyl acetate. The extract was dried (Na2SO4), filtered, and concentrated. The concentrate was purified by flash column chromatography on sil... Reactants: Farnesene, CC(C)=CCCC(=CCC=C(C=C)C)C (2,6,10-trimethyl-2,6,9,11-dodecatetraene), CC(=CCC/C(=C/CC/C(=C/C=O)/C)/C)C (Farnesal), CC(C)=CCCC(=CCCC(=CC=O)C)C (2,6,10-trimethyl-2,6,10-dodecatrien-12-al), sesquiterpene. Yields the product Farnesene, OCC=C(C)CCC=C(C)CCC=C(C)C (Farnesol). Reaction SMILES: [CH3:1][C:2]([CH3:16])=[CH:3][CH2:4][CH2:5]/[C:6](/[CH3:15])=[CH:7]/[CH2:8][CH2:9]/[C:10](/[CH3:14])=[CH:11]/[CH:12]=[O:13].CC(=CCCC(C)=CCCC(C)=CC=O)C.CC(=CCCC(C)=CCC=C(C)C=C)C>>[OH:13][CH2:12][CH:11]=[C:10]([CH2:9][CH2:8][CH:7]=[C:6]([CH2:5][CH2:4][CH:3]=[C:2]([CH3:16])[CH3:1])[CH3:15])[CH3:14]. Procedure: Arctander "Perfume and Flavor Chemicals (Aroma Chemicals)" at monograph 1378 discloses "Farnesal," 2,6,10-trimethyl-2,6,10-dodecatrien-12-al to have a very mild, sweet oily, slightly woody, tenacious odor. On the other hand, Arctander also describes, at Monograph 1379, Farnesene, 2,6,10-trimethyl-2,6,9,11-dodecatetraene defined according to the structure: ##STR3## to have a very mild, sweet and warm, rather nondescript odor of good tenacity. Arctander further states that apart from some possible... The reactants are C1(CC1)N1C=C(C(C2=C(C(=C(C(=C12)F)F)F)F)=O)C(=O)O (1-cyclopropyl-5,6,7,8-tetrafluoro-1,4-dihydro-4-oxoquinoline-3-carboxylic acid), CC1NCCNC1 (2-methylpiperazine). Run in N1=CC=CC=C1 (pyridine). Conditions: temperature 80 celsius, time 1 hour. Product: C1(CC1)N1C=C(C(C2=C(C(=C(C(=C12)F)N1CC(NCC1)C)F)F)=O)C(=O)O (1-cyclopropyl-5,6,8-trifluoro-7-(3-methyl 1-piperazinyl)-1,4-dihydro-4-oxoquinoline-3-carboxylic acid). As a reaction SMILES: [CH:1]1([N:4]2[C:13]3[C:8](=[C:9]([F:17])[C:10]([F:16])=[C:11](F)[C:12]=3[F:14])[C:7](=[O:18])[C:6]([C:19]([OH:21])=[O:20])=[CH:5]2)[CH2:3][CH2:2]1.[CH3:22][CH:23]1[CH2:28][NH:27][CH2:26][CH2:25][NH:24]1>N1C=CC=CC=1>[CH:1]1([N:4]2[C:13]3[C:8](=[C:9]([F:17])[C:10]([F:16])=[C:11]([N:27]4[CH2:26][CH2:25][NH:24][CH:23]([CH3:22])[CH2:28]4)[C:12]=3[F:14])[C:7](=[O:18])[C:6]([C:19]([OH:21])=[O:20])=[CH:5]2)[CH2:3][CH2:2]1. Procedure details: A mixture of 1-cyclopropyl-5,6,7,8-tetrafluoro-1,4-dihydro-4-oxoquinoline-3-carboxylic acid (910 mg), 2-methylpiperazine (320 mg, and pyridine (10 ml) was stirred at 80° C. for 1 hour. After evaporating the reaction mixture under reduced pressure, the residue was dissolved in dilute aqueous ammonia and treated with activated carbon. The filtrate was evaporated under reduced pressure and adjusted to pH 7-8. The resulting crystals were collected by filtration, washed with water, and dried to give ...